describe an organic reaction: reactants, conditions, products, and yield From a dataset of the Open Reaction Database (ORD), a public repository of structured organic reaction records. Reactants: COC=1C=C(C=CC1OC(C)C=1N=C(OC1C)C1=CC=CC=C1)/C=C/CO ((E)-3-[3-methoxy-4-[1-(5-methyl-2-phenyl-4-oxazolyl)ethoxy]phenyl]-2-propen-1-ol). The reagents and catalysts are [O-2].[O-2].[Mn+4] (manganese dioxide). The product is COC=1C=C(C=CC=O)C=CC1OC(C)C=1N=C(OC1C)C1=CC=CC=C1 (3-methoxy-4-[1-(5-methyl-2-phenyl-4-oxazolyl)ethoxy]cinnamaldehyde). Reaction SMILES: [CH3:1][O:2][C:3]1[CH:4]=[C:5](/[CH:24]=[CH:25]/[CH2:26][OH:27])[CH:6]=[CH:7][C:8]=1[O:9][CH:10]([C:12]1[N:13]=[C:14]([C:18]2[CH:23]=[CH:22][CH:21]=[CH:20][CH:19]=2)[O:15][C:16]=1[CH3:17])[CH3:11]>[O-2].[O-2].[Mn+4]>[CH3:1][O:2][C:3]1[CH:4]=[C:5]([CH:6]=[CH:7][C:8]=1[O:9][CH:10]([C:12]1[N:13]=[C:14]([C:18]2[CH:19]=[CH:20][CH:21]=[CH:22][CH:23]=2)[O:15][C:16]=1[CH3:17])[CH3:11])[CH:24]=[CH:25][CH:26]=[O:27] |f:1.2.3|. Procedure details: In substantially the same manner as in Reference Example 35, (E)-3-[3-methoxy-4-[1-(5-methyl-2-phenyl-4-oxazolyl)ethoxy]phenyl]-2-propen-1-ol was subjcted to oxidation reaction with activated manganese dioxide to yield 3-methoxy-4-[1-(5-methyl-2-phenyl-4-oxazolyl)ethoxy]cinnamaldehyde, which was recrystallized from acetone-isopropyl ether to give colorless needles, m.p.152-153° C. Starting materials: C(CC=C)[Si](C1=CC=CC=C1)(C1(SCCCS1)CC(C)C)C ((3-Buten-1-yl)methyl[2-(2-methyl-1-propyl)-1,3-dithian-2-yl]phenylsilane), O (water). The reagents and catalysts are Cl[Hg]Cl (HgCl2). The solvent is CC#N (CH3CN). Run at time 8 hour. Yields the product C(CC=C)CC1(CC=CC=C1)[SiH2]C(CC(C)C)=O (1-[1(3-Buten-1-yl)methylphenylsilyl]-3-methyl-1-butanone). Reaction SMILES: C([Si:5](C)([C:12]1([CH2:18][CH:19]([CH3:21])[CH3:20])SCCCS1)[C:6]1[CH:11]=[CH:10][CH:9]=[CH:8][CH:7]=1)CC=C.[OH2:23]>CC#N.Cl[Hg]Cl>[CH2:11]([CH2:10][C:6]1([SiH2:5][C:12](=[O:23])[CH2:18][CH:19]([CH3:20])[CH3:21])[CH:7]=[CH:8][CH:9]=[CH:10][CH2:11]1)[CH2:6][CH:7]=[CH2:8]. Procedure details: To a solution of 44 (6.19 g, 17.7 mmol) in CH3CN (200 mL) was added water (10 mL) and HgCl2 (24 g, 88 mmol). After stirring overnight at rt, the mixture was concentrated and partitioned between water (100 mL) and hexane (200 mL). The organic layer was isolated and the aqueous layer extracted twice with 50 mL portions of hexane. The combined organic extracts were washed with saturated aqueous NaCl and dried over Na2SO4. Concennation to dryness in vacuo at rt gave quantitatively crude ketone 45 as... Starting materials: [BH4-], CC(C)(C)OC(=O)N1CCC(=O)CC1, CCO, Nc1nccn1Cc1ccc(F)cc1, [Na+], O. Yields the product CC(C)(C)OC(=O)N1CCC(Nc2nccn2Cc2ccc(F)cc2)CC1. As a reaction SMILES: [BH4-:32].[CH3:1][C:2]([CH3:3])([CH3:4])[O:5][C:6](=[O:7])[N:8]1[CH2:9][CH2:10][C:11](=[O:14])[CH2:12][CH2:13]1.[CH3:29][CH2:30][OH:31].[F:15][c:16]1[cH:17][cH:18][c:19]([CH2:22][n:23]2[c:24]([NH2:28])[n:25][cH:26][cH:27]2)[cH:20][cH:21]1.[Na+:33].[OH2:34]>>[CH3:1][C:2]([CH3:3])([CH3:4])[O:5][C:6](=[O:7])[N:8]1[CH2:9][CH2:10][CH:11]([NH:28][c:24]2[n:23]([CH2:22][c:19]3[cH:18][cH:17][c:16]([F:15])[cH:21][cH:20]3)[cH:27][cH:26][n:25]2)[CH2:12][CH2:13]1. Reactants: C(CCCC)C1=CC=C(C=C1)C#CBr (p-n-pentylphenylbromoethyne), Cl.O[NH3+] (hydroxylammonium hydrochloride), FC1=CC=C(C=C1)C#C (4-fluorophenylacetylene). The reagents and catalysts are Cl[Cu] (CuCl). Solvent: CO (methanol), O (water), C(C)N (ethylamine), CO (methanol). Yields the product C(CCCC)C1=CC=C(C=C1)C#CC#CC1=CC=C(C=C1)F (1-p-n-pentylphenyl-4-p-fluorophenylbutadiyne). RXN SMILES: Cl.O[NH3+].[F:4][C:5]1[CH:10]=[CH:9][C:8]([C:11]#[CH:12])=[CH:7][CH:6]=1.[CH2:13]([C:18]1[CH:23]=[CH:22][C:21]([C:24]#[C:25]Br)=[CH:20][CH:19]=1)[CH2:14][CH2:15][CH2:16][CH3:17]>C(N)C.CO.O.Cl[Cu]>[CH2:13]([C:18]1[CH:19]=[CH:20][C:21]([C:24]#[C:25][C:12]#[C:11][C:8]2[CH:9]=[CH:10][C:5]([F:4])=[CH:6][CH:7]=2)=[CH:22][CH:23]=1)[CH2:14][CH2:15][CH2:16][CH3:17] |f:0.1|. Procedure: A solution of 0.2 g of CuCl and 0.5 g of hydroxylammonium hydrochloride in 16 ml of 50% aqueous ethylamine is added to a solution of 0.1 m of 4-fluorophenylacetylene in 100 ml of methanol. 0.1 m of p-n-pentylphenylbromoethyne dissolved in methanol is added dropwise under a nitrogen atmosphere and with stirring, the mixture is stirred for one hour, diluted with water and extracted with ether, and the extracts are washed until neutral. Customary work-up gives 1-p-n-pentylphenyl-4-p-fluorophenylbut... Reactants: N=1ON=C2C1C=CC=C2C=O (2,1,3-benzoxadiazole-4-carbaldehyde), C(CC(=O)C)(=O)OCCN1CCN(CC1)C(C1=CC=CC=C1)C1=CC=CC=C1 (2-(4-benzhydryl-1-piperazinyl)ethyl acetoacetate), N\C(=C/C(=O)OC)\C (methyl 3-aminocrotonate), Cl (hydrogen chloride). The solvent is C(C)(C)O (isopropyl alcohol). The product is Cl.Cl.N=1ON=C2C1C=CC=C2C2C(=C(NC(=C2C(=O)OC)C)C)C(=O)OCCN2CCN(CC2)C(C2=CC=CC=C2)C2=CC=CC=C2 (2-(4-benzhydryl-1-piperazinyl)ethyl methyl 4-(2,1,3-benzoxadiazol-4-yl)-2,6-dimethyl-1,4-dihydropyridine-3,5-dicarboxylate dihydrochloride). The yield is 45.0%. RXN SMILES: [N:1]1[O:2][N:3]=[C:4]2[C:9]([CH:10]=O)=[CH:8][CH:7]=[CH:6][C:5]=12.[C:12]([O:18][CH2:19][CH2:20][N:21]1[CH2:26][CH2:25][N:24]([CH:27]([C:34]2[CH:39]=[CH:38][CH:37]=[CH:36][CH:35]=2)[C:28]2[CH:33]=[CH:32][CH:31]=[CH:30][CH:29]=2)[CH2:23][CH2:22]1)(=[O:17])[CH2:13][C:14]([CH3:16])=O.[NH2:40]/[C:41](/[CH3:47])=[CH:42]\[C:43]([O:45][CH3:46])=[O:44].[ClH:48]>C(O)(C)C>[ClH:48].[ClH:48].[N:1]1[O:2][N:3]=[C:4]2[C:9]([CH:10]3[C:42]([C:43]([O:45][CH3:46])=[O:44])=[C:41]([CH3:47])[NH:40][C:14]([CH3:16])=[C:13]3[C:12]([O:18][CH2:19][CH2:20][N:21]3[CH2:26][CH2:25][N:24]([CH:27]([C:28]4[CH:29]=[CH:30][CH:31]=[CH:32][CH:33]=4)[C:34]4[CH:39]=[CH:38][CH:37]=[CH:36][CH:35]=4)[CH2:23][CH2:22]3)=[O:17])=[CH:8][CH:7]=[CH:6][C:5]=12 |f:5.6.7|. Procedure details: A mixture of 2,1,3-benzoxadiazole-4-carbaldehyde, 2-(4-benzhydryl-1-piperazinyl)ethyl acetoacetate and methyl 3-aminocrotonate was worked up in isopropyl alcohol in the same manner as Example 1 and the product obtained was further treated with methanolic hydrogen chloride solution to give 2-(4-benzhydryl-1-piperazinyl)ethyl methyl 4-(2,1,3-benzoxadiazol-4-yl)-2,6-dimethyl-1,4-dihydropyridine-3,5-dicarboxylate dihydrochloride as light yellow crystals, m.p. 192°-198° C. Yield 45.0%. The reactants are C(#N)C1=COC2=CC=C(C=C2C1=O)Br (3-Cyano-6-bromochromon), N(=O)[O-].[Na+] (sodium nitrite), O (water), O (water). Run in S(O)(O)(=O)=O (sulphuric acid). Yields the product BrC=1C=C2C(C(=COC2=CC1)C(=O)O)=O (6-Bromochromon-3-carboxylic acid). Reaction SMILES: [C:1]([C:3]1[C:12](=[O:13])[C:11]2[C:6](=[CH:7][CH:8]=[C:9]([Br:14])[CH:10]=2)[O:5][CH:4]=1)#N.N([O-])=[O:16].[Na+].[OH2:19]>S(=O)(=O)(O)O>[Br:14][C:9]1[CH:10]=[C:11]2[C:6](=[CH:7][CH:8]=1)[O:19][CH:1]=[C:3]([C:4]([OH:16])=[O:5])[C:12]2=[O:13] |f:1.2|. Reported procedure: 26 g of the product of step (b) are stirred overnight in 150 ml of conc. sulphuric acid at room temperature. The mixture is then diluted with 10 ml of water and cooled to 0°. Under stirring, a solution of 15 g of sodium nitrite in 30 ml of water is introduced slowly under the liquid surface, the temperature being maintained by cooling at 15°. After addition, the mixture is warmed at 70° for 1 hour and poured over ice and the precipitate is suction filtered off, suspended in 600 ml of acetone, re...